This data is from the Open Reaction Database (ORD), a public repository of structured organic reaction records. The task is: describe an organic reaction: reactants, conditions, products, and yield Reported procedure: To 90 ml of dry tetrahydrofuran maintained in an inert atmosphere at -60° C. was added 45.3 ml of a 3.0M solution of methylmagnesium bromide in diethyl ether followed by dropwise addition of 15.6 g of 5-acetyl-1-methylcyclohexene in a solution of 50 ml dry tetrahydrofuran. The reaction mixture was warmed to -20° C. and stirred for two hours. The resulting reaction mixture was poured into 150 ml of chilled, saturated ammonium chloride solution and extracted three times with 300 ml portions of die... As a reaction SMILES: O1CCC[CH2:2]1.C[Mg]Br.[C:9]([CH:12]1[CH2:17][C:16]([CH3:18])=[CH:15][CH2:14][CH2:13]1)(=[O:11])[CH3:10]>C(OCC)C>[CH3:10][C:9]([CH3:2])([CH:12]1[CH2:13][CH2:14][CH:15]=[C:16]([CH3:18])[CH2:17]1)[OH:11]. Product: CC(O)(C1CC(=CCC1)C)C (alpha,alpha,3-Trimethyl-3-cyclohexene-1-methanol). Run at temperature -20 celsius, time 2 hour. The solvent is C(C)OCC (diethyl ether). Starting materials: O1CCCC1 (tetrahydrofuran), C(C)(=O)C1CCC=C(C1)C (5-acetyl-1-methylcyclohexene), O1CCCC1 (tetrahydrofuran), solution, C[Mg]Br (methylmagnesium bromide). Reactants: CC1(C)C(=O)N(Br)C(=O)N1Br, CC(=O)O, FC(F)(F)c1cccc(C(F)(F)F)c1, O, O=S(=O)(O)O. Product: FC(F)(F)c1cc(Br)cc(C(F)(F)F)c1. Reaction SMILES: [Br:24][N:25]1[C:26]([CH3:27])([CH3:28])[C:29](=[O:30])[N:31]([Br:32])[C:33]1=[O:34].[CH3:15][C:16](=[O:17])[OH:18].[F:1][C:2]([c:3]1[cH:4][c:5]([C:9]([F:10])([F:11])[F:12])[cH:6][cH:7][cH:8]1)([F:13])[F:14].[OH2:35].[S:19](=[O:20])(=[O:21])([OH:22])[OH:23]>>[F:1][C:2]([c:3]1[cH:4][c:5]([C:9]([F:10])([F:11])[F:12])[cH:6][c:7]([Br:24])[cH:8]1)([F:13])[F:14].